This data is from the Open Reaction Database (ORD), a public repository of structured organic reaction records. The task is: describe an organic reaction: reactants, conditions, products, and yield The reactants are C(C)(C)(C)OC(=O)NC(C(=O)O)C(C)(C)C (2-((tert-butoxycarbonyl)amino)-3,3-dimethylbutanoic acid), ClC(=O)OCC(C)C (isobutyl chloroformate), [OH-].[NH4+] (ammonium hydroxide), CN1CCOCC1 (N-methylmorpholine). Solvent: C1CCOC1 (THF), [Cl-].[Na+].O (brine). Conditions: temperature -15 celsius, time 15 minute. Product: NC(=O)C(C(C)(C)C)NC(OC(C)(C)C)=O (Tert-butyl 1-(aminocarbonyl)-2,2-dimethylpropylcarbamate). The yield is 93.2%. Reaction SMILES: [C:1]([O:5][C:6]([NH:8][CH:9]([C:13]([CH3:16])([CH3:15])[CH3:14])[C:10](O)=[O:11])=[O:7])([CH3:4])([CH3:3])[CH3:2].ClC(OCC(C)C)=O.C[N:26]1CCOCC1.[OH-].[NH4+]>C1COCC1.[Cl-].[Na+].O>[NH2:26][C:10]([CH:9]([NH:8][C:6](=[O:7])[O:5][C:1]([CH3:4])([CH3:3])[CH3:2])[C:13]([CH3:16])([CH3:15])[CH3:14])=[O:11] |f:3.4,6.7.8|. Procedure details: A stirred solution of Example 22A (1.81 g, 7.83 mmol) in THF (20 mL) at−40° C. was treated with isobutyl chloroformate (1.01 mL, 7.83 mmol) followed by N-methylmorpholine (0.860 mL, 7.83 mmol). After 15 minutes, the milky white reaction mixture was treated dropwise with ammonium hydroxide (6.0 mL of 30% reagent, 15.0 mmol), the reaction flask was warmed to −15° C., stirred for 45 minutes, treated with brine (20 mL), and the clear homogeneous mixture was extracted with ethyl acetate (2×40 mL). Th... Reactants: CN(C)C=O, FC(F)(F)CI, [H-], [Na+], O, O=c1nc(-c2ccccc2)c2cc(Cl)ccc2[nH]1. Product: O=c1nc(-c2ccccc2)c2cc(Cl)ccc2n1CC(F)(F)F. As a reaction SMILES: [CH3:28][N:29]([CH3:30])[CH:31]=[O:32].[F:21][C:22]([CH2:23][I:24])([F:25])[F:26].[H-:19].[Na+:20].[OH2:27].[c:1]1(-[c:7]2[n:8][c:9](=[O:18])[nH:10][c:11]3[cH:12][cH:13][c:14]([Cl:17])[cH:15][c:16]23)[cH:2][cH:3][cH:4][cH:5][cH:6]1>>[c:1]1(-[c:7]2[n:8][c:9](=[O:18])[n:10]([CH2:23][C:22]([F:21])([F:25])[F:26])[c:11]3[cH:12][cH:13][c:14]([Cl:17])[cH:15][c:16]23)[cH:2][cH:3][cH:4][cH:5][cH:6]1. The reactants are O=C1CCC(=O)N1Br, O=C([O-])O, O=C(O)C=Cc1cn(C2OC(CO)C(O)C2F)c(=O)[nH]c1=O, [K+], CN(C)C=O. Yields the product O=c1[nH]c(=O)n(C2OC(CO)C(O)C2F)cc1C=CBr. As a reaction SMILES: [Br:28][N:29]1[C:30](=[O:31])[CH2:32][CH2:33][C:34]1=[O:35].[C:23](=[O:24])([O-:25])[OH:26].[F:1][CH:2]1[CH:3]([n:10]2[c:11](=[O:12])[nH:13][c:14](=[O:15])[c:16]([CH:18]=[CH:19][C:20]([OH:21])=[O:22])[cH:17]2)[O:4][CH:5]([CH2:8][OH:9])[CH:6]1[OH:7].[K+:27].[O:36]=[CH:37][N:38]([CH3:39])[CH3:40]>>[F:1][CH:2]1[CH:3]([n:10]2[c:11](=[O:12])[nH:13][c:14](=[O:15])[c:16]([CH:18]=[CH:19][Br:28])[cH:17]2)[O:4][CH:5]([CH2:8][OH:9])[CH:6]1[OH:7]. The reactants are C(CCCCCCC)=O (Octanal), [O-]S(=O)(=O)[O-].[Na+].[Na+] (Na2SO4), C(C1=CC=CC=C1)ON (O-benzylhydroxylamine), N#N (N2). Solvent: ClCCl (dichloromethane). Run at time 8 hour. Yields the product C(C1=CC=CC=C1)ON=CCCCCCCC (N-(benzyloxy)octan-1-imine). Yield: 46.9%. Reaction SMILES: [CH:1](=O)[CH2:2][CH2:3][CH2:4][CH2:5][CH2:6][CH2:7][CH3:8].[O-]S([O-])(=O)=O.[Na+].[Na+].[CH2:17]([O:24][NH2:25])[C:18]1[CH:23]=[CH:22][CH:21]=[CH:20][CH:19]=1.N#N>ClCCl>[CH2:17]([O:24][N:25]=[CH:1][CH2:2][CH2:3][CH2:4][CH2:5][CH2:6][CH2:7][CH3:8])[C:18]1[CH:23]=[CH:22][CH:21]=[CH:20][CH:19]=1 |f:1.2.3|. Reported procedure: Octanal (385 mg, 469 μL, 3.0 mmol) was weighed into a 10 mL round bottom flask previously flushed with N2 and containing a stifling bar. To the flask was anhydrous Na2SO4 (4.26 g, 30 mmol), 6 mL of dry dichloromethane and finally, O-benzylhydroxylamine (369 mg, 349 μL, 3 mmol) over 2 min while maintaining positive N2 pressure. The reaction mixture was stirred overnight. The salt was filtered off and rinsed with dichloromethane. The combined filtrates and rinsings were concentrated. The crude mat... As a reaction SMILES: [C:10]([c:11]1[c:12]([O:17][CH3:18])[cH:13][cH:14][cH:15][cH:16]1)(=[O:19])[OH:20].[Cl-:22].[Cl:1][S:2](=[O:3])(=[O:4])[OH:5].[Cl:6][CH:7]([Cl:8])[CH3:9].[Na+:21].[OH2:23]>>[Cl:1][S:2](=[O:3])(=[O:5])[c:15]1[cH:14][cH:13][c:12]([O:17][CH3:18])[c:11]([C:10](=[O:19])[OH:20])[cH:16]1. Starting materials: COc1ccccc1C(=O)O, [Cl-], O=S(=O)(O)Cl, CC(Cl)Cl, [Na+], O. Yields the product COc1ccc(S(=O)(=O)Cl)cc1C(=O)O. Reported procedure: To a mixture of 4-chloro-2-phenylquinoline (J. Het. Chem., 20, 1983, 121–128)(0.53 g, 2.21 mmol) in diphenylether (5 mL) was added 3-amino-5-methylpyrazole (0.43 g, 4.42 mmol) and the resulting mixture heated at 200° C. overnight with stirring. The reaction mixture was cooled to ambient temperature then petroleum ether (20 mL) was added and the resulting precipitate was isolated by filtration. The crude solid was purified by flash chromatography (SiO2, gradient DCM-MeOH) to afford V-4 as a white... Reaction SMILES: Cl[C:2]1[C:11]2[C:6](=[CH:7][CH:8]=[CH:9][CH:10]=2)[N:5]=[C:4]([C:12]2[CH:17]=[CH:16][CH:15]=[CH:14][CH:13]=2)[CH:3]=1.[NH2:18][C:19]1[CH:23]=[C:22]([CH3:24])[NH:21][N:20]=1>C1(OC2C=CC=CC=2)C=CC=CC=1>[CH3:24][C:22]1[CH:23]=[C:19]([NH:18][C:2]2[C:11]3[C:6](=[CH:7][CH:8]=[CH:9][CH:10]=3)[N:5]=[C:4]([C:12]3[CH:17]=[CH:16][CH:15]=[CH:14][CH:13]=3)[CH:3]=2)[NH:20][N:21]=1. Reaction conditions: temperature 200 celsius. Run in C1(=CC=CC=C1)OC1=CC=CC=C1 (diphenylether), petroleum ether. The product is CC=1C=C(NN1)NC1=CC(=NC2=CC=CC=C12)C1=CC=CC=C1 ((5-Methyl-2H-pyrazol-3-yl)-(2-phenyl-quinolin-4-yl)-amine). Starting materials: ClC1=CC(=NC2=CC=CC=C12)C1=CC=CC=C1 (4-chloro-2-phenylquinoline), NC1=NNC(=C1)C (3-amino-5-methylpyrazole). Starting materials: BrC1=C(N=C(O1)CC1N(CCCC1)C(=O)C=1N=C(SC1C1=CC=C(C=C1)F)C)C1=CC=CC=C1 ((RS)-1-[2-(5-Bromo-4-phenyl-oxazol-2-ylmethyl)-piperidin-1-yl]-1-[5-(4-fluoro-phenyl)-2-methyl-thiazol-4-yl]-methanone), [Cu]C#N (copper(I)cyanide). Reported procedure: The title compound (50 mg) was prepared by treating the compound of example 167 (0.410 g) with copper(I)cyanide (0.103 g) according to the method of example 96. Following column chromatography, further purification by HPLC was required (Supercosil ABZ+, 5-95% acetonitrile containing 0.1% trifluoroacetic acid-water containing 0.1% trifluoroacetic acid). Product: FC1=CC=C(C=C1)C1=C(N=C(S1)C)C(=O)N1C(CCCC1)CC=1OC(=C(N1)C1=CC=CC=C1)C#N ((RS)-2-(1-{1-[5-(4-Fluoro-phenyl)-2-methyl-thiazol-4-yl]-methanoyl}-piperidin-2-ylmethyl)-4-phenyl-oxazole-5-carbonitrile). Isolated yield 13.5%. As a reaction SMILES: Br[C:2]1[O:6][C:5]([CH2:7][CH:8]2[CH2:13][CH2:12][CH2:11][CH2:10][N:9]2[C:14]([C:16]2[N:17]=[C:18]([CH3:28])[S:19][C:20]=2[C:21]2[CH:26]=[CH:25][C:24]([F:27])=[CH:23][CH:22]=2)=[O:15])=[N:4][C:3]=1[C:29]1[CH:34]=[CH:33][CH:32]=[CH:31][CH:30]=1.[Cu][C:36]#[N:37]>>[F:27][C:24]1[CH:25]=[CH:26][C:21]([C:20]2[S:19][C:18]([CH3:28])=[N:17][C:16]=2[C:14]([N:9]2[CH2:10][CH2:11][CH2:12][CH2:13][CH:8]2[CH2:7][C:5]2[O:6][C:2]([C:36]#[N:37])=[C:3]([C:29]3[CH:34]=[CH:33][CH:32]=[CH:31][CH:30]=3)[N:4]=2)=[O:15])=[CH:22][CH:23]=1.